From a dataset of the Open Reaction Database (ORD), a public repository of structured organic reaction records. describe an organic reaction: reactants, conditions, products, and yield The reactants are C(CCC=C)[C@H]1[C@@H](C1)O ((1R,2R)-2-(pent-4-en-1-yl)cyclopropanol), N1=CC=CC=C1 (pyridine), C1CC(=O)N(C1=O)OC(=O)ON2C(=O)CCC2=O (N,N′-disuccinimidyl carbonate). The reagents and catalysts are CN(C)C=1C=CN=CC1 (DMAP). Solvent: C(C)#N (acetonitrile), CCOCC (ether). Reaction conditions: temperature 40 celsius, time 8 hour. Yields the product C(CCC#C)[C@H]1[C@@H](C1)OC(=O)ON1C(CCC1=O)=O (1-[({[(1R,2R)-2-(pent-4-yn-1-yl)cyclopropyl]oxy}carbonyl)oxy]pyrrolidine-2,5-dione). As a reaction SMILES: [CH2:1]([C@@H:6]1[CH2:8][C@H:7]1[OH:9])[CH2:2][CH2:3][CH:4]=[CH2:5].N1C=CC=CC=1.[CH2:16]1[C:21](=[O:22])[N:20]([O:23][C:24](ON2C(=O)CCC2=O)=[O:25])[C:18](=[O:19])[CH2:17]1>C(#N)C.CN(C1C=CN=CC=1)C.CCOCC>[CH2:1]([C@@H:6]1[CH2:8][C@H:7]1[O:9][C:24]([O:23][N:20]1[C:21](=[O:22])[CH2:16][CH2:17][C:18]1=[O:19])=[O:25])[CH2:2][CH2:3][C:4]#[CH:5]. Reported procedure: To a solution of (1R,2R)-2-(pent-4-en-1-yl)cyclopropanol (See International Patent Application Publication No. WO08/057209) (2.13 g; 70% wt) in acetonitrile (20 ml) was added pyridine (1.5 ml), followed by N,N′-disuccinimidyl carbonate (3.74 g) and a crystal of DMAP. The mixture was stirred at 40° C. overnight. After cooling to room temperature, the reaction mixture was diluted with ether and washed with HCl 1N, water and brine and dried over sodium sulfate. The organic layer was filtered and co... The reactants are Cl (hydrochloric acid), C(C)C1=CC2=C(N(C(N(C2=O)CC(=O)C2=CC=C(C=C2)OC)=O)CC2=CC=C(C=C2)C2=C(C=CC=C2)C2=NOC(N2)=O)S1 (6-ethyl-3-[2-(4-methoxyphenyl)-2-oxoethyl]-1-{[2′-(5-oxo-4,5-dihydro-1,2,4-oxadiazol-3-yl)biphenyl-4-yl]methyl}thieno[2,3-d]pyrimidine-2,4(1H,3H)-dione), Cl.NOCC ((aminooxy)ethane hydrochloride), N1=CC=CC=C1 (pyridine). Solvent: O (water), C(Cl)(Cl)Cl (chloroform), C(C)O (ethanol). Conditions: temperature 100 celsius, time 16 hour. Product: C(C)ON=C(CN1C(N(C2=C(C1=O)C=C(S2)CC)CC2=CC=C(C=C2)C2=C(C=CC=C2)C2=NOC(N2)=O)=O)C2=CC=C(C=C2)OC (3-[2-(ethoxyimino)-2-(4-methoxyphenyl)ethyl]-6-ethyl-1-{[2′-(5-oxo-4,5-dihydro-1,2,4-oxadiazol-3-yl)biphenyl-4-yl]methyl}thieno[2,3-d]pyrimidine-2,4(1H,3H)-dione), mixture. Yield: 63.0%. Reaction SMILES: [CH2:1]([C:3]1[S:43][C:6]2[N:7]([CH2:24][C:25]3[CH:30]=[CH:29][C:28]([C:31]4[CH:36]=[CH:35][CH:34]=[CH:33][C:32]=4[C:37]4[NH:41][C:40](=[O:42])[O:39][N:38]=4)=[CH:27][CH:26]=3)[C:8](=[O:23])[N:9]([CH2:12][C:13]([C:15]3[CH:20]=[CH:19][C:18]([O:21][CH3:22])=[CH:17][CH:16]=3)=O)[C:10](=[O:11])[C:5]=2[CH:4]=1)[CH3:2].Cl.[NH2:45][O:46][CH2:47][CH3:48].N1C=CC=CC=1.Cl>O.C(Cl)(Cl)Cl.C(O)C>[CH2:47]([O:46][N:45]=[C:13]([C:15]1[CH:20]=[CH:19][C:18]([O:21][CH3:22])=[CH:17][CH:16]=1)[CH2:12][N:9]1[C:10](=[O:11])[C:5]2[CH:4]=[C:3]([CH2:1][CH3:2])[S:43][C:6]=2[N:7]([CH2:24][C:25]2[CH:26]=[CH:27][C:28]([C:31]3[CH:36]=[CH:35][CH:34]=[CH:33][C:32]=3[C:37]3[NH:41][C:40](=[O:42])[O:39][N:38]=3)=[CH:29][CH:30]=2)[C:8]1=[O:23])[CH3:48] |f:1.2|. Procedure: A mixture of 6-ethyl-3-[2-(4-methoxyphenyl)-2-oxoethyl]-1-{[2′-(5-oxo-4,5-dihydro-1,2,4-oxadiazol-3-yl)biphenyl-4-yl]methyl}thieno[2,3-d]pyrimidine-2,4(1H,3H)-dione (0.2 g), (aminooxy)ethane hydrochloride (0.04 g), pyridine (10 mL) and ethanol (10 mL) was stirred at 100° C. for 16 hr. To the reaction mixture were added chloroform and water and the mixture was adjusted to pH 4 with 1N hydrochloric acid. The chloroform layer was washed with saturated brine, and dried over anhydrous magnesium sulfa... Starting materials: NC1C2=C(OC(C1O)(C)C)C=CS2 (7-amino-5,6-dihydro-6-hydroxy-5,5-dimethyl-7H -thieno[3,2-b]pyran), C(C1=CC=CC=C1)(=O)[C@]([C@](C(=O)O)(O)C(C1=CC=CC=C1)=O)(O)C(=O)O (dibenzoyl-L-tartaric acid). Conditions: time 30 minute. The product is C(C1=CC=CC=C1)(=O)[C@]([C@](C(=O)O)(O)C(C1=CC=CC=C1)=O)(O)C(=O)O.N[C@@H]1C2=C(OC([C@H]1O)(C)C)C=CS2 (trans-7-amino-5,6-dihydro-6-hydroxy-5,5-dimethyl-7H-thieno [3,2-b]pyran dibenzoyl-L-tartrate). The yield is 37.1%. As a reaction SMILES: [NH2:1][CH:2]1[CH:7]([OH:8])[C:6]([CH3:10])([CH3:9])[O:5][C:4]2[CH:11]=[CH:12][S:13][C:3]1=2.[C:14]([C@@:22]([C:37]([OH:39])=[O:38])([OH:36])[C@@:23]([C:28](=[O:35])[C:29]1[CH:34]=[CH:33][CH:32]=[CH:31][CH:30]=1)([OH:27])[C:24]([OH:26])=[O:25])(=[O:21])[C:15]1[CH:20]=[CH:19][CH:18]=[CH:17][CH:16]=1>>[C:28]([C@@:23]([C:24]([OH:26])=[O:25])([OH:27])[C@@:22]([C:14](=[O:21])[C:15]1[CH:20]=[CH:19][CH:18]=[CH:17][CH:16]=1)([OH:36])[C:37]([OH:39])=[O:38])(=[O:35])[C:29]1[CH:34]=[CH:33][CH:32]=[CH:31][CH:30]=1.[NH2:1][C@H:2]1[C@H:7]([OH:8])[C:6]([CH3:9])([CH3:10])[O:5][C:4]2[CH:11]=[CH:12][S:13][C:3]1=2 |f:2.3|. Procedure details: A solution of 7-amino-5,6-dihydro-6-hydroxy-5,5-dimethyl-7H -thieno[3,2-b]pyran (1.73 g, 9.69 mmol) was treated with dibenzoyl-L-tartaric acid (3.3 g, 8.69 mmol) and stirred at rt for 30 min. The mixture was concentrated in vacuo and recrystallized from ethanol to yield 1.8 g (37%) of trans-7-amino-5,6-dihydro-6-hydroxy-5,5-dimethyl-7H-thieno [3,2-b]pyran dibenzoyl-L-tartrate: mp 171°-172° C.; MS: m/z 200(MH+);aD 20°=-84.1° (MeOH). The reactants are CC(=O)OC(C)=O, C=CCc1c(O)c(C)cc2ccc(=O)oc12, O. Yields the product C=CCc1c(OC(C)=O)c(C)cc2ccc(=O)oc12. As a reaction SMILES: [CH3:17][C:18](=[O:19])[O:20][C:21](=[O:22])[CH3:23].[CH3:1][c:2]1[cH:3][c:4]2[cH:5][cH:6][c:7](=[O:16])[o:8][c:9]2[c:10]([CH2:13][CH:14]=[CH2:15])[c:11]1[OH:12].[OH2:24]>>[CH3:1][c:2]1[cH:3][c:4]2[cH:5][cH:6][c:7](=[O:16])[o:8][c:9]2[c:10]([CH2:13][CH:14]=[CH2:15])[c:11]1[O:12][C:18]([CH3:17])=[O:19]. Starting materials: C1N(CCC2=CC=C(C=C12)C(=O)OC)C(=O)OC(C)(C)C (2-tert-butyl 7-methyl 3,4-dihydroisoquinoline-2,7(1H)-dicarboxylate), FC(C(=O)O)(F)F (trifluoroacetic acid). Run in ClCCl (dichloromethane). Reaction conditions: time 30 minute. Product: C1NCCC2=CC=C(C=C12)C(=O)OC (Methyl 1,2,3,4-tetrahydroisoquinoline-7-carboxylate). Yield: 199.6%. Reaction SMILES: [CH2:1]1[C:10]2[C:5](=[CH:6][CH:7]=[C:8]([C:11]([O:13][CH3:14])=[O:12])[CH:9]=2)[CH2:4][CH2:3][N:2]1C(OC(C)(C)C)=O.FC(F)(F)C(O)=O>ClCCl>[CH2:1]1[C:10]2[C:5](=[CH:6][CH:7]=[C:8]([C:11]([O:13][CH3:14])=[O:12])[CH:9]=2)[CH2:4][CH2:3][NH:2]1. Reported procedure: At 0° C. a mixture of 16.93 g 2-tert-butyl 7-methyl 3,4-dihydroisoquinoline-2,7(1H)-dicarboxylate, 160 ml dichloromethane and 80 ml trifluoroacetic acid is stirred for 30 min. Then, the mixture is stirred for 5 h at ambient temperature. The reaction mixture is evaporated and the residue is treated with a 10% KOH solution and dichloromethane. The organic layer is dried and evaporated. 22.18 g of the title compound are obtained. Reactants: C(C)OCC (diethyl ether), Cl.Cl.Cl.N[C@H]1[C@@H]2N(C(=C(CS2)C[N+]=2N(C(=CC2)N)C)C(=O)[O-])C1=O (7β-amino-3-(3-amino-2-methyl-1-pyrazolio)methyl-3-cephem-4-carboxylate trihydrochloride), C[Si](NC(C)=O)(C)C (N-(trimethylsilyl)acetamide), NC1=NC(=NS1)/C(/C(=O)OS(=O)(=O)C)=N/OCC(=O)O (methanesulfonyl (Z)-2-(5-amino-1,2,4-thiadiazol-3-yl)-2-carboxymethoxyiminoacetate). Solvent: O1CCCC1 (tetrahydrofuran). Conditions: time 30 minute. The product is NC1=NC(=NS1)C(C(=O)N[C@H]1[C@@H]2N(C(=C(CS2)C[N+]=2N(C(=CC2)N)C)C(=O)[O-])C1=O)=NOCC(=O)O (7β-[2-(5-amino-1,2,4-thiadiazol-3-yl)-2-carboxymethoxyiminoacetamido]-3-(3-amino-2-methyl-1-pyrazolio)methyl-3-cephem-4-carboxylate). Yield: 64.6%. Reaction SMILES: Cl.Cl.Cl.[NH2:4][C@@H:5]1[C:23](=[O:24])[N:7]2[C:8]([C:20]([O-:22])=[O:21])=[C:9]([CH2:12][N+:13]3[N:14]([CH3:19])[C:15]([NH2:18])=[CH:16][CH:17]=3)[CH2:10][S:11][C@H:6]12.C[Si](C)(C)NC(=O)C.[NH2:33][C:34]1[S:38][N:37]=[C:36](/[C:39](=[N:47]/[O:48][CH2:49][C:50]([OH:52])=[O:51])/[C:40](OS(C)(=O)=O)=[O:41])[N:35]=1.C(OCC)C>O1CCCC1>[NH2:33][C:34]1[S:38][N:37]=[C:36]([C:39](=[N:47][O:48][CH2:49][C:50]([OH:52])=[O:51])[C:40]([NH:4][C@@H:5]2[C:23](=[O:24])[N:7]3[C:8]([C:20]([O-:22])=[O:21])=[C:9]([CH2:12][N+:13]4[N:14]([CH3:19])[C:15]([NH2:18])=[CH:16][CH:17]=4)[CH2:10][S:11][C@H:6]23)=[O:41])[N:35]=1 |f:0.1.2.3|. Procedure details: To a solution of 7β-amino-3-(3-amino-2-methyl-1-pyrazolio)methyl-3-cephem-4-carboxylate trihydrochloride (6.96 g) and N-(trimethylsilyl)acetamide (21.8 g) in tetrahydrofuran (150 ml) was added methanesulfonyl (Z)-2-(5-amino-1,2,4-thiadiazol-3-yl)-2-carboxymethoxyiminoacetate (4.86 g) at ambient temperature. After being stirred for 30 minutes at the same temperature, the mixture was poured into diethyl ether (2 l), and the resultant precipitate was collected by filtration. The precipitate was dis...